This data is from the Open Reaction Database (ORD), a public repository of structured organic reaction records. The task is: describe an organic reaction: reactants, conditions, products, and yield Starting materials: BrC(Br)(Br)Br, ClCCl, Cc1ccc(NS(=O)(=O)Cc2ccc(Cl)cc2)c(=O)n1CCCO, c1ccc(P(c2ccccc2)c2ccccc2)cc1. Product: Cc1ccc(NS(=O)(=O)Cc2ccc(Cl)cc2)c(=O)n1CCCBr. Reaction SMILES: [C:44]([Br:45])([Br:46])([Br:47])[Br:48].[CH2:49]([Cl:50])[Cl:51].[Cl:1][c:2]1[cH:3][cH:4][c:5]([CH2:6][S:7](=[O:8])(=[O:9])[NH:10][c:11]2[c:12](=[O:22])[n:13]([CH2:18][CH2:19][CH2:20][OH:21])[c:14]([CH3:17])[cH:15][cH:16]2)[cH:23][cH:24]1.[c:25]1([P:26]([c:27]2[cH:28][cH:29][cH:30][cH:31][cH:32]2)[c:33]2[cH:34][cH:35][cH:36][cH:37][cH:38]2)[cH:39][cH:40][cH:41][cH:42][cH:43]1>>[Cl:1][c:2]1[cH:3][cH:4][c:5]([CH2:6][S:7](=[O:8])(=[O:9])[NH:10][c:11]2[c:12](=[O:22])[n:13]([CH2:18][CH2:19][CH2:20][Br:45])[c:14]([CH3:17])[cH:15][cH:16]2)[cH:23][cH:24]1.